This data is from the Open Reaction Database (ORD), a public repository of structured organic reaction records. The task is: describe an organic reaction: reactants, conditions, products, and yield Starting materials: FC1=CC=C(C=C1)C1=C(C2=C(C(OC2)=O)S1)C1=CC=C(C=C1)S(=O)(=O)C (2-(4-FIuorophenyl)-3-(4-(methylsulfonyl)phenyl)-4H-thieno [2,3-c]-furan-6-one), C(CS)(=O)OC (methyl thioglycolate), C1CCC2=NCCCN2CC1 (DBU). The solvent is CC#N (CH3CN). Reaction conditions: time 5 hour. Product: FC1=CC=C(C=C1)C1=C(C2=C(C(OC2)=O)S1)C1=CC=C(C=C1)S(=O)(=O)N (2-(4-Fluorophenyl)-3-(4-(aminosulfonyl)phenyl) -4H-thieno[2,3-c]furan-6-one). RXN SMILES: [F:1][C:2]1[CH:7]=[CH:6][C:5]([C:8]2[S:16][C:11]3[C:12](=[O:15])[O:13][CH2:14][C:10]=3[C:9]=2[C:17]2[CH:22]=[CH:21][C:20]([S:23](C)(=[O:25])=[O:24])=[CH:19][CH:18]=2)=[CH:4][CH:3]=1.C(OC)(=O)CS.C1CCN2C(=[N:37]CCC2)CC1>CC#N>[F:1][C:2]1[CH:7]=[CH:6][C:5]([C:8]2[S:16][C:11]3[C:12](=[O:15])[O:13][CH2:14][C:10]=3[C:9]=2[C:17]2[CH:22]=[CH:21][C:20]([S:23]([NH2:37])(=[O:25])=[O:24])=[CH:19][CH:18]=2)=[CH:4][CH:3]=1. Procedure: To a solution of cis,trans-4-chloro-4-(4-fluorophenyl)-3-(4-(methylthio)phenyl)-3-buten-2-one (13.8 g) (Example 6, Step 3) and methyl thioglycolate (5.8 mL) in 350 mL of CH3CN was added 8 mL of DBU. After stirring for 5 h, the reaction was quenched with 250 mL of sat. NH4Cl and 50 mL of 1N HCl. The mixture was then extracted with 800 ml of 2:1 EtOAc/hexane. The extract was dried over MgSO4 and concentrated in vacuo. The residue was purified by flash chromatography eluted with 10:1 hexane/EtOAc t... The reactants are CC(C)C(=O)Cl, Nc1cccc(-c2cccc3cc(C(=O)NC4CN5CCC4CC5)oc23)c1. The product is Cl, CC(C)C(=O)Nc1cccc(-c2cccc3cc(C(=O)NC4CN5CCC4CC5)oc23)c1. RXN SMILES: [C:28]([CH:29]([CH3:30])[CH3:31])(=[O:32])[Cl:33].[NH2:1][c:2]1[cH:3][c:4](-[c:8]2[cH:9][cH:10][cH:11][c:12]3[cH:13][c:14]([C:17](=[O:18])[NH:19][CH:20]4[CH2:21][N:22]5[CH2:23][CH2:24][CH:25]4[CH2:26][CH2:27]5)[o:15][c:16]23)[cH:5][cH:6][cH:7]1>>[ClH:33].[NH:1]([c:2]1[cH:3][c:4](-[c:8]2[cH:9][cH:10][cH:11][c:12]3[cH:13][c:14]([C:17](=[O:18])[NH:19][CH:20]4[CH2:21][N:22]5[CH2:23][CH2:24][CH:25]4[CH2:26][CH2:27]5)[o:15][c:16]23)[cH:5][cH:6][cH:7]1)[C:28]([CH:29]([CH3:30])[CH3:31])=[O:32]. Starting materials: C(#N)C=1C=C(C=CC1)N(C(C)=O)[C@@H]1C[C@@H](N(C2=CC=CC=C12)C(C1=CC=C(C=C1)OC)=O)C (N-(3-cyanophenyl)-N-[(2S,4R)-1-(4-methoxybenzoyl)-2-methyl-1,2,3,4-tetrahydroquinolin-4-yl]acetamide), [BH4-].[Na+] (sodium borohydride). Reagents/catalysts: [Co](Cl)Cl (cobalt(II)chloride). Yields the product NCC=1C=C(C=CC1)N(C(C)=O)[C@@H]1C[C@@H](N(C2=CC=CC=C12)C(C1=CC=C(C=C1)OC)=O)C (N-[3-(aminomethyl)phenyl]-N-[(2S,4R)-1-(4-methoxybenzoyl)-2-methyl-1,2,3,4-tetrahydroquinolin-4-yl]acetamide). RXN SMILES: [C:1]([C:3]1[CH:4]=[C:5]([N:9]([C@H:13]2[C:22]3[C:17](=[CH:18][CH:19]=[CH:20][CH:21]=3)[N:16]([C:23](=[O:32])[C:24]3[CH:29]=[CH:28][C:27]([O:30][CH3:31])=[CH:26][CH:25]=3)[C@@H:15]([CH3:33])[CH2:14]2)[C:10](=[O:12])[CH3:11])[CH:6]=[CH:7][CH:8]=1)#[N:2].[BH4-].[Na+]>[Co](Cl)Cl>[NH2:2][CH2:1][C:3]1[CH:4]=[C:5]([N:9]([C@H:13]2[C:22]3[C:17](=[CH:18][CH:19]=[CH:20][CH:21]=3)[N:16]([C:23](=[O:32])[C:24]3[CH:25]=[CH:26][C:27]([O:30][CH3:31])=[CH:28][CH:29]=3)[C@@H:15]([CH3:33])[CH2:14]2)[C:10](=[O:12])[CH3:11])[CH:6]=[CH:7][CH:8]=1 |f:1.2|. Procedure: N-(3-cyanophenyl)-N-[(2S,4R)-1-(4-methoxybenzoyl)-2-methyl-1,2,3,4-tetrahydroquinolin-4-yl]acetamide was further treated with cobalt(II)chloride and sodium borohydride (1 eq, 3 eq) to afford N-[3-(aminomethyl)phenyl]-N-[(2S,4R)-1-(4-methoxybenzoyl)-2-methyl-1,2,3,4-tetrahydroquinolin-4-yl]acetamide. Reactants: C1(CCCC1)CCC(=O)OCC (ethyl 3-cyclopentylpropionate), Cl (HCl), C(=O)OCC (ethyl formate), [H-].[Na+] (sodium hydride). The solvent is CN(C)C=O (DMF). Run at temperature 25 celsius, time 24 hour. Yields the product C(=O)C(C(=O)OCC)CC1CCCC1 (ethyl 2-formyl-3-cyclopentylpropionate). As a reaction SMILES: [CH:1]1([CH2:6][CH2:7][C:8]([O:10][CH2:11][CH3:12])=[O:9])[CH2:5][CH2:4][CH2:3][CH2:2]1.[H-].[Na+].[CH:15](OCC)=[O:16].Cl>CN(C=O)C>[CH:15]([CH:7]([CH2:6][CH:1]1[CH2:5][CH2:4][CH2:3][CH2:2]1)[C:8]([O:10][CH2:11][CH3:12])=[O:9])=[O:16] |f:1.2|. Procedure: 40.7 g of ethyl 3-cyclopentylpropionate are placed in 400 ml of DMF at from 0° to 5° C., 14.4 g of sodium hydride (80% in oil) are added. After dropwise addition of 200 ml of ethyl formate, the mixture is stirred at 25° C. for 24 h. The mixture is stirred into 1.6 l of 10% HCl, extracted with 800 ml of methylene chloride and distilled. 19.7 g (41%) are obtained of ethyl 2-formyl-3-cyclopentylpropionate of boiling point 117° C./12 min. Starting materials: CC(C)(C)OC(=O)C=Cc1ccn(S(=O)(=O)c2ccc(Br)s2)c1, ClCCl, O=C(O)C(F)(F)F. Yields the product O=C(O)C=Cc1ccn(S(=O)(=O)c2ccc(Br)s2)c1. As a reaction SMILES: [C:1]([CH3:2])([CH3:3])([CH3:4])[O:5][C:6]([CH:7]=[CH:8][c:9]1[cH:10][n:11]([S:14](=[O:15])(=[O:16])[c:17]2[s:18][c:19]([Br:22])[cH:20][cH:21]2)[cH:12][cH:13]1)=[O:23].[Cl:31][CH2:32][Cl:33].[F:24][C:25]([F:26])([F:27])[C:28]([OH:29])=[O:30]>>[O:5]=[C:6]([CH:7]=[CH:8][c:9]1[cH:10][n:11]([S:14](=[O:15])(=[O:16])[c:17]2[s:18][c:19]([Br:22])[cH:20][cH:21]2)[cH:12][cH:13]1)[OH:23].